From a dataset of the Open Reaction Database (ORD), a public repository of structured organic reaction records. describe an organic reaction: reactants, conditions, products, and yield Starting materials: BrC=1C=C(C(=O)NC2=CC=C(C=C2)OC(F)(F)F)C=CC1F (3-bromo-4-fluoro-N-(4-(trifluoromethoxy)phenyl)benzamide), N1C[C@H](CC1)O ((S)-pyrrolidin-3-ol), TEA. Run in CS(=O)C (DMSO), CC(C)(C)OC.CCOC(=O)C (TBME EtOAc). Reaction conditions: temperature 90 celsius, time 16 hour. Yields the product BrC=1C=C(C(=O)NC2=CC=C(C=C2)OC(F)(F)F)C=CC1N1C[C@H](CC1)O ((S)-3-Bromo-4-(3-hydroxypyrrolidin-1-yl)-N-(4-(trifluoromethoxy)phenyl)-benzamide). As a reaction SMILES: [Br:1][C:2]1[CH:3]=[C:4]([CH:19]=[CH:20][C:21]=1F)[C:5]([NH:7][C:8]1[CH:13]=[CH:12][C:11]([O:14][C:15]([F:18])([F:17])[F:16])=[CH:10][CH:9]=1)=[O:6].[NH:23]1[CH2:27][CH2:26][C@H:25]([OH:28])[CH2:24]1>CS(C)=O.CC(OC)(C)C.CCOC(C)=O>[Br:1][C:2]1[CH:3]=[C:4]([CH:19]=[CH:20][C:21]=1[N:23]1[CH2:27][CH2:26][C@H:25]([OH:28])[CH2:24]1)[C:5]([NH:7][C:8]1[CH:13]=[CH:12][C:11]([O:14][C:15]([F:18])([F:17])[F:16])=[CH:10][CH:9]=1)=[O:6] |f:3.4|. Procedure details: A mixture of 3-bromo-4-fluoro-N-(4-(trifluoromethoxy)phenyl)benzamide (Stage 1.2, 100 mg, 0.264 mmol), (S)-pyrrolidin-3-ol (46.1 mg, 0.529 mmol) and TEA (147 μL, 1.058 mmol) in DMSO (200 μL) was stirred at 90° C. for 16 h. The RM was diluted with 30 mL of TBME/EtOAc (1:1), sequentially washed 5 times with 0.5 M HCl and brine then evaporated to dryness under reduced pressure. The crude product was purified by flash column chromatography (RediSep® Silica gel column, 12 g, cyclohexane/EtOAc-EtOH+0....